From a dataset of the Open Reaction Database (ORD), a public repository of structured organic reaction records. describe an organic reaction: reactants, conditions, products, and yield Starting materials: Cl.NO (hydroxylamine hydrochloride), ClC1=C(OCCCCCOCC(C)=O)C(=CC(=C1)OCC=C(Cl)Cl)Cl (5-(2,6-dichloro-4-(3,3-dichloro-2-propenyloxy)phenoxy)pentyloxyacetone), Cl (hydrochloric acid). Solvent: N1=CC=CC=C1 (pyridine). Conditions: time 1 hour. Product: ClC1=C(OCCCCCOCC(C)=NO)C(=CC(=C1)OCC=C(Cl)Cl)Cl (5-(2,6-dichloro-4-(3,3-dichloro-2-propenyloxy)phenoxy)pentyloxyacetone oxime). The yield is 509.8%. Reaction SMILES: [Cl:1][C:2]1[CH:18]=[C:17]([O:19][CH2:20][CH:21]=[C:22]([Cl:24])[Cl:23])[CH:16]=[C:15]([Cl:25])[C:3]=1[O:4][CH2:5][CH2:6][CH2:7][CH2:8][CH2:9][O:10][CH2:11][C:12](=O)[CH3:13].Cl.[NH2:27][OH:28].Cl>N1C=CC=CC=1>[Cl:1][C:2]1[CH:18]=[C:17]([O:19][CH2:20][CH:21]=[C:22]([Cl:24])[Cl:23])[CH:16]=[C:15]([Cl:25])[C:3]=1[O:4][CH2:5][CH2:6][CH2:7][CH2:8][CH2:9][O:10][CH2:11][C:12](=[N:27][OH:28])[CH3:13] |f:1.2|. Procedure details: To a mixture of 1.67 g of 5-(2,6-dichloro-4-(3,3-dichloro-2-propenyloxy)phenoxy)pentyloxyacetone and 30 ml of pyridine was added 8.60 g of hydroxylamine hydrochloride. After stirring at room temperature for 1 hour, the reaction mixture was poured into diluted hydrochloric acid, and extracted twice with diethyl ether. The diethyl ether layers were combined, washed with water, dried over anhydrous magnesium sulfate, and concentrated, which afforded 8.81 g (yield, 99%) of 5-(2,6-dichloro-4-(3,3-dic... Starting materials: CC#N, ClCCl, Cn1c(NCC(O)Cc2ccccc2)nc(-c2ccncc2)c(-c2ccc3ccccc3c2)c1=O. The product is Cn1c(NCC(=O)Cc2ccccc2)nc(-c2ccncc2)c(-c2ccc3ccccc3c2)c1=O. RXN SMILES: [CH3:36][C:37]#[N:38].[Cl:39][CH2:40][Cl:41].[OH:1][CH:2]([CH2:3][NH:4][c:5]1[n:6][c:7](-[c:23]2[cH:24][cH:25][n:26][cH:27][cH:28]2)[c:8](-[c:13]2[cH:14][c:15]3[cH:16][cH:17][cH:18][cH:19][c:20]3[cH:21][cH:22]2)[c:9](=[O:12])[n:10]1[CH3:11])[CH2:29][c:30]1[cH:31][cH:32][cH:33][cH:34][cH:35]1>>[O:1]=[C:2]([CH2:3][NH:4][c:5]1[n:6][c:7](-[c:23]2[cH:24][cH:25][n:26][cH:27][cH:28]2)[c:8](-[c:13]2[cH:14][c:15]3[cH:16][cH:17][cH:18][cH:19][c:20]3[cH:21][cH:22]2)[c:9](=[O:12])[n:10]1[CH3:11])[CH2:29][c:30]1[cH:31][cH:32][cH:33][cH:34][cH:35]1. The reactants are C1(CC1)C1=NN(C2=CC=CC(=C12)[N+](=O)[O-])CC1=NC(=CC=C1)C (3-cyclopropyl-1-((6-methylpyridin-2-yl)methyl)-4-nitro-1H-indazole), [NH4+].[Cl-] (NH4Cl). Reagents/catalysts: [Fe] (iron). Solvent: CCO.O (EtOH H2O). Reaction conditions: temperature 60 celsius. The product is C1(CC1)C1=NN(C=2C=CC=C(C12)N)CC1=NC(=CC=C1)C (3-cyclopropyl-1-((6-methylpyridin-2-yl)methyl)-1H-indazol-4-amine). The yield is 84.9%. As a reaction SMILES: [CH:1]1([C:4]2[C:12]3[C:7](=[CH:8][CH:9]=[CH:10][C:11]=3[N+:13]([O-])=O)[N:6]([CH2:16][C:17]3[CH:22]=[CH:21][CH:20]=[C:19]([CH3:23])[N:18]=3)[N:5]=2)[CH2:3][CH2:2]1.[NH4+].[Cl-]>CCO.O.[Fe]>[CH:1]1([C:4]2[C:12]3[C:11]([NH2:13])=[CH:10][CH:9]=[CH:8][C:7]=3[N:6]([CH2:16][C:17]3[CH:22]=[CH:21][CH:20]=[C:19]([CH3:23])[N:18]=3)[N:5]=2)[CH2:2][CH2:3]1 |f:1.2,3.4|. Reported procedure: To a suspension of 3-cyclopropyl-1-((6-methylpyridin-2-yl)methyl)-4-nitro-1H-indazole (22.01 g, 71.38 mmol) in EtOH/H2O (200 mL/50 mL) was added iron powder (79.73 g, 1428 mmol) and NH4Cl (3.818 g, 71.38 mmol). The reaction mixture was heated to reflux for three hours, cooled to 60° C. and filtered through a pad of Celite. The pad of Celite was washed with 20:1 EtOH/Et3N (800 mL) and 1:1 MeOH/DCM (600 mL). The combined filtrate was concentrated under reduced pressure. The residue was dissolved i... Reactants: FC1=CC=C(C=C1)N1N=CC2=CC(=CC=C12)C=O (1-(4-fluorophenyl)-1H-indazole-5-carbaldehyde), C(C1=CC=CC=C1)[Mg]Br (benzylmagnesium bromide). The solvent is C1CCOC1 (THF). Run at time 30 minute. Yields the product FC1=CC=C(C=C1)N1N=CC2=CC(=CC=C12)C(CC1=CC=CC=C1)O (1-(1-(4-fluorophenyl)-1H-indazol-5-yl)-2-phenylethanol). Yield: 100.0%. RXN SMILES: [F:1][C:2]1[CH:7]=[CH:6][C:5]([N:8]2[C:16]3[C:11](=[CH:12][C:13]([CH:17]=[O:18])=[CH:14][CH:15]=3)[CH:10]=[N:9]2)=[CH:4][CH:3]=1.[CH2:19]([Mg]Br)[C:20]1[CH:25]=[CH:24][CH:23]=[CH:22][CH:21]=1>C1COCC1>[F:1][C:2]1[CH:3]=[CH:4][C:5]([N:8]2[C:16]3[C:11](=[CH:12][C:13]([CH:17]([OH:18])[CH2:19][C:20]4[CH:25]=[CH:24][CH:23]=[CH:22][CH:21]=4)=[CH:14][CH:15]=3)[CH:10]=[N:9]2)=[CH:6][CH:7]=1. Reported procedure: To 1-(4-fluorophenyl)-1H-indazole-5-carbaldehyde (240 mg, 1.0 mmol) in anhydrous THF (5 mL) was added benzylmagnesium bromide (19% solution in THF, 3 mL, 3 mmol) dropwise at rt under argon. The reaction mixture was stirred at rt for 30 min and quenched by the slow addition of saturated aqueous ammonium chloride solution (5 mL). The mixture was extracted with ethyl acetate (2×4 mL). The combined ethyl acetate extracts were dried (Na2SO4), concentrated and purified by silica gel flash chromatograp...